The task is: describe an organic reaction: reactants, conditions, products, and yield. This data is from the Open Reaction Database (ORD), a public repository of structured organic reaction records. Product: ClC=1C=C(C(=O)OCC)C=CC1N (ethyl 3-chloro-4-aminobenzoate). Yield: 73.9%. Solvent: ClCCl (dichloromethane). The reactants are NC1=CC=C(C(=O)OCC)C=C1 (ethyl 4-aminobenzoate), ClN1C(CCC1=O)=O (N-chlorosuccinimide). RXN SMILES: [NH2:1][C:2]1[CH:12]=[CH:11][C:5]([C:6]([O:8][CH2:9][CH3:10])=[O:7])=[CH:4][CH:3]=1.[Cl:13]N1C(=O)CCC1=O>ClCCl>[Cl:13][C:12]1[CH:11]=[C:5]([CH:4]=[CH:3][C:2]=1[NH2:1])[C:6]([O:8][CH2:9][CH3:10])=[O:7]. Procedure: A mixture of 8.26 g of ethyl 4-aminobenzoate, 8.26 g of N-chlorosuccinimide in 50 ml of dichloromethane is refluxed overnight. The mixture is washed with saturated NaHCO3 solution and dried (Na2SO4). The solution is passed through a thin pad of hydrous magnesium silicate and the filter cake washed with dichloromethane. The filtrate is concentrated and hexane added. Chilling gives 7.38 g of ethyl 3-chloro-4-aminobenzoate, m.p. 82°-83° C. Reactants: C1(CC1)COC1=C(C(=CC=C1)OCC1=CC=C(C=C1)OC)C=1C=C(C2=C(NC(OC2)=O)N1)[C@H]1CN(CCC1)C(=O)OC(C)(C)C (tert-butyl (3S)-(−)-3-(7-{2-(cyclopropylmethoxy)-6-[(4-methoxy-benzyl)oxy]phenyl}-2-oxo-1,4-dihydro-2H-pyrido[2,3-d][1,3]oxazin-5-yl)-1-piperidinecarboxylate), Cl (HCl). The solvent is O1CCOCC1 (dioxane), O1CCOCC1 (dioxane). Conditions: time 3 hour. The product is Cl.C1(CC1)COC1=C(C(=CC=C1)O)C=1C=C(C2=C(NC(OC2)=O)N1)[C@H]1CNCCC1 ((−)-7-[2-(cyclopropylmethoxy)-6-hydroxy-phenyl]-5-[(3S)-3-piperidinyl]-1,4-dihydro-2H-pyrido[2,3-d][1,3]oxazin-2-one hydrochloride). The yield is 71.0%. Reaction SMILES: [CH:1]1([CH2:4][O:5][C:6]2[CH:11]=[CH:10][CH:9]=[C:8]([O:12]CC3C=CC(OC)=CC=3)[C:7]=2[C:22]2[CH:23]=[C:24]([C@@H:33]3[CH2:38][CH2:37][CH2:36][N:35](C(OC(C)(C)C)=O)[CH2:34]3)[C:25]3[CH2:30][O:29][C:28](=[O:31])[NH:27][C:26]=3[N:32]=2)[CH2:3][CH2:2]1.[ClH:46]>O1CCOCC1>[ClH:46].[CH:1]1([CH2:4][O:5][C:6]2[CH:11]=[CH:10][CH:9]=[C:8]([OH:12])[C:7]=2[C:22]2[CH:23]=[C:24]([C@@H:33]3[CH2:38][CH2:37][CH2:36][NH:35][CH2:34]3)[C:25]3[CH2:30][O:29][C:28](=[O:31])[NH:27][C:26]=3[N:32]=2)[CH2:2][CH2:3]1 |f:3.4|. Reported procedure: To a solution of tert-butyl (3S)-(−)-3-(7-{2-(cyclopropylmethoxy)-6-[(4-methoxy-benzyl)oxy]phenyl}-2-oxo-1,4-dihydro-2H-pyrido[2,3-d][1,3]oxazin-5-yl)-1-piperidinecarboxylate (1.0 g, 1.624 mmol) in dioxane (15 mL) was added 4N HCl in dioxane (30 mL) at room temperature. The stirring was continued for 3 hrs. After the solvent was removed by evaporation, the resulting solid was triturated with acetonitril, collected by filtration, and washed with acetonitrile. The solid was recrystallized from met... The reactants are O=C([O-])[O-], CCOC(C)=O, O=C(Cl)OCc1ccccc1, Nc1cccc(F)c1, [K+], [K+], C1CCOC1, O. The product is O=C(Nc1cccc(F)c1)OCc1ccccc1. Reaction SMILES: [C:9](=[O:10])([O-:11])[O-:12].[CH3:32][CH2:33][O:34][C:35](=[O:36])[CH3:37].[Cl:16][C:17](=[O:18])[O:19][CH2:20][c:21]1[cH:22][cH:23][cH:24][cH:25][cH:26]1.[F:1][c:2]1[cH:3][c:4]([NH2:8])[cH:5][cH:6][cH:7]1.[K+:13].[K+:14].[O:27]1[CH2:28][CH2:29][CH2:30][CH2:31]1.[OH2:15]>>[F:1][c:2]1[cH:3][c:4]([NH:8][C:17](=[O:18])[O:19][CH2:20][c:21]2[cH:22][cH:23][cH:24][cH:25][cH:26]2)[cH:5][cH:6][cH:7]1. Starting materials: C(C)(=O)[O-] (acetate), C1(CC1)C=1N(C=2C(=NC=C(C2)C=2C=CC3=C(CNCCO3)C2)N1)C(=O)OCC(C)C (2-methylpropyl 2-cyclopropyl-6-(2,3,4,5-tetrahydro-1,4-benzoxazepin-7-yl)-1H-imidazo[4,5-b]pyridine-1-carboxylate), ClC1=NC(=NC=2CCC(CC12)(C)C)CN(C)C (1-(4-chloro-6,6-dimethyl-5,6,7,8-tetrahydroquinazolin-2-yl)-N,N-dimethylmethanamine). The product is C1(CC1)C=1NC=2C(=NC=C(C2)C=2C=CC3=C(CN(CCO3)C3=NC(=NC=4CCC(CC34)(C)C)CN(C)C)C2)N1 (1-{4-[7-(2-cyclopropyl-1H-imidazo[4,5-b]pyridin-6-yl)-2,3-dihydro-1,4-benzoxazepin-4(5H)-yl]-6,6-dimethyl-5,6,7,8-tetrahydroquinazolin-2-yl}-N,N-dimethylmethanamine). Reaction SMILES: C([O-])(=O)C.[CH:5]1([C:8]2[N:9](C(OCC(C)C)=O)[C:10]3[C:11]([N:27]=2)=[N:12][CH:13]=[C:14]([C:16]2[CH:17]=[CH:18][C:19]4[O:25][CH2:24][CH2:23][NH:22][CH2:21][C:20]=4[CH:26]=2)[CH:15]=3)[CH2:7][CH2:6]1.Cl[C:36]1[C:45]2[CH2:44][C:43]([CH3:47])([CH3:46])[CH2:42][CH2:41][C:40]=2[N:39]=[C:38]([CH2:48][N:49]([CH3:51])[CH3:50])[N:37]=1>>[CH:5]1([C:8]2[NH:9][C:10]3[C:11]([N:27]=2)=[N:12][CH:13]=[C:14]([C:16]2[CH:17]=[CH:18][C:19]4[O:25][CH2:24][CH2:23][N:22]([C:36]5[C:45]6[CH2:44][C:43]([CH3:46])([CH3:47])[CH2:42][CH2:41][C:40]=6[N:39]=[C:38]([CH2:48][N:49]([CH3:51])[CH3:50])[N:37]=5)[CH2:21][C:20]=4[CH:26]=2)[CH:15]=3)[CH2:7][CH2:6]1. Procedure details: Prepared as acetate according to the method of example 6 by using 2-methylpropyl 2-cyclopropyl-6-(2,3,4,5-tetrahydro-1,4-benzoxazepin-7-yl)-1H-imidazo[4,5-b]pyridine-1-carboxylate (reagent preparation 19) in step 1 and 1-(4-chloro-6,6-dimethyl-5,6,7,8-tetrahydroquinazolin-2-yl)-N,N-dimethylmethanamine (reagent preparation 17) in step 3. 1H NMR (400 MHz, d6-DMSO): 8.49 (s, 1H), 7.98 (s, 1H), 7.68 (d, 1H), 7.51 (dd, 1H), 7.01 (d, 1H), 4.63 (s, 2H), 4.30 (m, 2H), 3.85 (m, 2H), 2.68 (m, 2H), 2.44 (s... Reactants: CC#N, O=Cc1ccc(C2CCCN2C(=O)OCc2ccccc2)cc1, Nc1cccc2c1COC2=O. The product is O=C1OCc2c(N=Cc3ccc(C4CCCN4C(=O)OCc4ccccc4)cc3)cccc21. RXN SMILES: [CH3:35][C:36]#[N:37].[CH:1](=[O:2])[c:3]1[cH:4][cH:5][c:6]([CH:9]2[N:10]([C:14](=[O:15])[O:16][CH2:17][c:18]3[cH:19][cH:20][cH:21][cH:22][cH:23]3)[CH2:11][CH2:12][CH2:13]2)[cH:7][cH:8]1.[NH2:24][c:25]1[c:26]2[c:30]([cH:31][cH:32][cH:33]1)[C:29](=[O:34])[O:28][CH2:27]2>>[CH:1]([c:3]1[cH:4][cH:5][c:6]([CH:9]2[N:10]([C:14](=[O:15])[O:16][CH2:17][c:18]3[cH:19][cH:20][cH:21][cH:22][cH:23]3)[CH2:11][CH2:12][CH2:13]2)[cH:7][cH:8]1)=[N:24][c:25]1[c:26]2[c:30]([cH:31][cH:32][cH:33]1)[C:29](=[O:34])[O:28][CH2:27]2. Starting materials: C(=O)(OCC)C=1NC(=C(C1CCC(=O)OCC)C)CCC (2-Carbethoxy-3-carbethoxyethyl-4-methyl-5-n-propyl-pyrrole), C=O (paraformaldehyde). The product is CC=1NC(=C(C1CCC(=O)O)C)CCC (2,4-dimethyl-3-carboxyethyl-5-n-propyl-pyrrole). RXN SMILES: [C:1]([C:6]1[NH:7][C:8]([CH2:19][CH2:20][CH3:21])=[C:9]([CH3:18])[C:10]=1[CH2:11][CH2:12][C:13]([O:15]CC)=[O:14])(OCC)=O.C=O>>[CH3:1][C:6]1[NH:7][C:8]([CH2:19][CH2:20][CH3:21])=[C:9]([CH3:18])[C:10]=1[CH2:11][CH2:12][C:13]([OH:15])=[O:14]. Procedure details: 2-Carbethoxy-3-carbethoxyethyl-4-methyl-5-n-propyl-pyrrole was reductively alkylated with paraformaldehyde to yield 2,4-dimethyl-3-carboxyethyl-5-n-propyl-pyrrole. ##STR116## The reactants are C(C1=CC=CC=C1)OC[C@H]1NC[C@H]2COCCN2C1 ((7S,9aS)-7-[(benzyloxy)methyl]octahydropyrazino[2,1-c][1,4]oxazine), C(C(=O)O)(=O)O (oxalic acid), C(C)O (ethanol). Solvent: C(C)(=O)OCC (ethyl acetate), C(C)(=O)OCC (ethyl acetate). Conditions: temperature 60 celsius, time 30 minute. Product: C(C(=O)O)(=O)O.C(C(=O)O)(=O)O.C(C1=CC=CC=C1)OC[C@H]1NC[C@H]2COCCN2C1 ((7S,9aS)-7-[(benzyloxy)methyl]octahydropyrazino[2,1-c][1,4]oxazine dioxalic acid salt). As a reaction SMILES: [C:1]([OH:6])(=[O:5])[C:2]([OH:4])=[O:3].C(O)C.[CH2:10]([O:17][CH2:18][C@@H:19]1[CH2:28][N:27]2[C@H:22]([CH2:23][O:24][CH2:25][CH2:26]2)[CH2:21][NH:20]1)[C:11]1[CH:16]=[CH:15][CH:14]=[CH:13][CH:12]=1>C(OCC)(=O)C>[C:1]([OH:6])(=[O:5])[C:2]([OH:4])=[O:3].[C:1]([OH:6])(=[O:5])[C:2]([OH:4])=[O:3].[CH2:10]([O:17][CH2:18][C@@H:19]1[CH2:28][N:27]2[C@H:22]([CH2:23][O:24][CH2:25][CH2:26]2)[CH2:21][NH:20]1)[C:11]1[CH:16]=[CH:15][CH:14]=[CH:13][CH:12]=1 |f:4.5.6|. Procedure: A 20 L jacketed lined reactor was charged with oxalic acid (0.304 kg, 1.0 eq, based on wt/wt HPLC assay of (7S,9aS)-7-[(benzyloxy)methyl]octahydropyrazino[2,1-c][1,4]oxazine solution from Stage 5c), ethanol (200 proof, 2.75 L) and ethyl acetate (6.4 L). The mixture was heated to 60° C. and the crude ethyl acetate solution of (7S,9aS)-7-[(benzyloxy)methyl]octahydropyrazino[2,1-c][1,4]oxazine from Stage 5C was added to the reactor at a rate to maintain the temperature above 50° C. This solution wa... Reactants: OC1=CC=C(C(=O)C=2C=C(N3C=CC=CC23)CCCC(=O)OCC)C=C1 (ethyl 4-[1-(4-hydroxybenzoyl)indolizin-3-yl]butyrate), C(C(C)C)C1=CC=C(C=C1)C(Cl)C1=CC=C(C=C1)CC(C)C (bis(4-isobutylphenyl)chloromethane), C([O-])([O-])=O.[K+].[K+] (potassium carbonate). The solvent is CN(C=O)C (N,N-dimethylformamide). Run at time 20 hour. The product is C(C(C)C)C1=CC=C(C=C1)C(OC1=CC=C(C(=O)C=2C=C(N3C=CC=CC23)CCCC(=O)OCC)C=C1)C1=CC=C(C=C1)CC(C)C (ethyl 4-[1-[4-[bis(4-isobutylphenyl)methoxy]benzoyl]indolizin-3-yl]butyrate). Yield: 15.9%. Reaction SMILES: [OH:1][C:2]1[CH:26]=[CH:25][C:5]([C:6]([C:8]2[CH:9]=[C:10]([CH2:17][CH2:18][CH2:19][C:20]([O:22][CH2:23][CH3:24])=[O:21])[N:11]3[C:16]=2[CH:15]=[CH:14][CH:13]=[CH:12]3)=[O:7])=[CH:4][CH:3]=1.[CH2:27]([C:31]1[CH:36]=[CH:35][C:34]([CH:37]([C:39]2[CH:44]=[CH:43][C:42]([CH2:45][CH:46]([CH3:48])[CH3:47])=[CH:41][CH:40]=2)Cl)=[CH:33][CH:32]=1)[CH:28]([CH3:30])[CH3:29].C(=O)([O-])[O-].[K+].[K+]>CN(C)C=O>[CH2:45]([C:42]1[CH:43]=[CH:44][C:39]([CH:37]([C:34]2[CH:35]=[CH:36][C:31]([CH2:27][CH:28]([CH3:30])[CH3:29])=[CH:32][CH:33]=2)[O:1][C:2]2[CH:3]=[CH:4][C:5]([C:6]([C:8]3[CH:9]=[C:10]([CH2:17][CH2:18][CH2:19][C:20]([O:22][CH2:23][CH3:24])=[O:21])[N:11]4[C:16]=3[CH:15]=[CH:14][CH:13]=[CH:12]4)=[O:7])=[CH:25][CH:26]=2)=[CH:40][CH:41]=1)[CH:46]([CH3:48])[CH3:47] |f:2.3.4|. Procedure details: A mixture of ethyl 4-[1-(4-hydroxybenzoyl)indolizin-3-yl]butyrate (334 mg), bis(4-isobutylphenyl)chloromethane (599 mg) and potassium carbonate (394 mg) in N,N-dimethylformamide (5 ml) was stirred at room temperature for 20 hours. The reaction mixture was filtered and the filtrate was poured into a mixture of ethyl acetate and 0.5N hydrochloric acid. The organic layer was separated, washed with water and brine, dried over magnesium sulfate and evaporated. The residue was chromatographed on silic... Starting materials: CC(=O)OC(C)=O, CC(OCCO)n1cc(F)c(=O)[nH]c1=O, c1ccncc1. Yields the product CC(=O)OCCOC(C)n1cc(F)c(=O)[nH]c1=O. RXN SMILES: [CH3:16][C:17](=[O:18])[O:19][C:20](=[O:21])[CH3:22].[OH:1][CH2:2][CH2:3][O:4][CH:5]([CH3:6])[n:7]1[c:8](=[O:9])[nH:10][c:11](=[O:12])[c:13]([F:15])[cH:14]1.[cH:23]1[cH:24][cH:25][n:26][cH:27][cH:28]1>>[O:1]([CH2:2][CH2:3][O:4][CH:5]([CH3:6])[n:7]1[c:8](=[O:9])[nH:10][c:11](=[O:12])[c:13]([F:15])[cH:14]1)[C:17]([CH3:16])=[O:18].